This data is from the Open Reaction Database (ORD), a public repository of structured organic reaction records. The task is: describe an organic reaction: reactants, conditions, products, and yield Reactants: CC(=O)OC(C)=O, O, Nc1ccc(O)c(C(=O)O)c1. Product: CC(=O)Nc1ccc(O)c(C(=O)O)c1. RXN SMILES: [CH3:12][C:13](=[O:14])[O:15][C:16](=[O:17])[CH3:18].[OH2:19].[OH:1][c:2]1[c:3]([C:4](=[O:5])[OH:6])[cH:7][c:8]([NH2:11])[cH:9][cH:10]1>>[OH:1][c:2]1[c:3]([C:4](=[O:5])[OH:6])[cH:7][c:8]([NH:11][C:13]([CH3:12])=[O:14])[cH:9][cH:10]1. Starting materials: O (water), COC=1C=C2CCC(CC2=CC1OC)=O (3,4-dihydro-6,7-dimethoxy-2(1H)-naphthalenone), C(C)(C)I (isopropyl iodide), potassium tert.-butylate. The product is COC=1C=C2CCC(C(C2=CC1OC)C(C)C)=O (3,4-dihydro-6,7-dimethoxy-1-isopropyl-2(1H)-naphthalenone). Procedure: 22.0 g of 3,4-dihydro-6,7-dimethoxy-2(1H)-naphthalenone were dissolved in 300 ml of dimethylformamide and treated with 13 g of potassium tert.-butylate. The solution was stirred at 18° for 30 minutes. After the addition of 19.7 g of isopropyl iodide the mixture was stirred for a further 30 minutes, whereby the temperature was held below 30°, and then poured into water. The product was extracted with ether, the extract was washed with water, dried over magnesium sulfate and evaporated. The oil wh... The solvent is CN(C=O)C (dimethylformamide). Reaction SMILES: [CH3:1][O:2][C:3]1[CH:4]=[C:5]2[C:10](=[CH:11][C:12]=1[O:13][CH3:14])[CH2:9][C:8](=[O:15])[CH2:7][CH2:6]2.[CH:16](I)([CH3:18])[CH3:17].O>CN(C)C=O>[CH3:1][O:2][C:3]1[CH:4]=[C:5]2[C:10](=[CH:11][C:12]=1[O:13][CH3:14])[CH:9]([CH:16]([CH3:18])[CH3:17])[C:8](=[O:15])[CH2:7][CH2:6]2. Reaction conditions: time 30 minute. Reactants: ClC=1C(=C(C#N)C=CC1)[N+](=O)[O-] (3-chloro-2-nitrobenzonitrile), NC1=CC=C(C=C1)CCO (4-aminophenylethyl alcohol). The product is C(#N)C=1C(=C(NC2=CC=C(C=C2)CCO)C=CC1)[N+](=O)[O-] (2-[4-(3-Cyano-2-nitroanilino)phenyl]ethanol). RXN SMILES: Cl[C:2]1[C:3]([N+:10]([O-:12])=[O:11])=[C:4]([CH:7]=[CH:8][CH:9]=1)[C:5]#[N:6].[NH2:13][C:14]1[CH:19]=[CH:18][C:17]([CH2:20][CH2:21][OH:22])=[CH:16][CH:15]=1>>[C:5]([C:4]1[C:3]([N+:10]([O-:12])=[O:11])=[C:2]([CH:9]=[CH:8][CH:7]=1)[NH:13][C:14]1[CH:19]=[CH:18][C:17]([CH2:20][CH2:21][OH:22])=[CH:16][CH:15]=1)#[N:6]. Procedure details: The title compound was prepared according to the procedure described in step 3 of Example 1 from 3-chloro-2-nitrobenzonitrile (step 2) and 4-aminophenylethyl alcohol. Reactants: C(C)OC1=CC2=C(N=C(O2)C2=CC=C(C=N2)OC[C@H](C)NC(OC(C)(C)C)=O)C=C1 (tert-butyl [(1S)-2-{[6-(6-ethoxy-1,3-benzoxazol-2-yl)pyridin-3-yl]oxy}-1-methylethyl]carbamate), Cl.C(C)(=O)OCC (hydrogen chloride ethyl acetate). Run in C(C)(=O)OCC (ethyl acetate). Reaction conditions: time 2 hour. The product is C(C)OC1=CC2=C(N=C(O2)C2=CC=C(C=N2)OC[C@H](C)NC(C)=O)C=C1 (N-[(1S)-2-{[6-(6-ethoxy-1,3-benzoxazol-2-yl)pyridin-3-yl]oxy}-1-methylethyl]acetamide). As a reaction SMILES: [CH2:1]([O:3][C:4]1[CH:30]=[CH:29][C:7]2[N:8]=[C:9]([C:11]3[N:16]=[CH:15][C:14]([O:17][CH2:18][C@@H:19]([NH:21][C:22](=O)[O:23]C(C)(C)C)[CH3:20])=[CH:13][CH:12]=3)[O:10][C:6]=2[CH:5]=1)[CH3:2].Cl.[C:32](OCC)(=O)C>C(OCC)(=O)C>[CH2:1]([O:3][C:4]1[CH:30]=[CH:29][C:7]2[N:8]=[C:9]([C:11]3[N:16]=[CH:15][C:14]([O:17][CH2:18][C@@H:19]([NH:21][C:22](=[O:23])[CH3:32])[CH3:20])=[CH:13][CH:12]=3)[O:10][C:6]=2[CH:5]=1)[CH3:2] |f:1.2|. Procedure details: A mixture of tert-butyl [(1S)-2-{[6-(6-ethoxy-1,3-benzoxazol-2-yl)pyridin-3-yl]oxy}-1-methylethyl]carbamate (5.53 g), 4M hydrogen chloride/ethyl acetate (100 mL) and ethyl acetate (100 mL) was stirred at room temperature for 2 hr. The reaction mixture was concentrated under reduced pressure, and the obtained residue was mixed with acetic anhydride (50 mL) and pyridine (50 mL). The obtained mixture was stirred at room temperature overnight. To the reaction mixture was added 1M hydrochloric acid, ... Reactants: Br, CC(=O)O, NC(=O)C(O)C(Cc1cccs1)N(Cc1ccccc1)C(=O)[O-]. Yields the product NC(=O)C(O)C(N)Cc1cccs1. Reaction SMILES: [BrH:1].[CH3:25][C:26](=[O:27])[OH:28].[c:2]1([CH2:3][N:9]([C:4](=[O:5])[O-:6])[CH:13]([CH:14]([C:15](=[O:16])[NH2:17])[OH:18])[CH2:19][c:20]2[s:21][cH:22][cH:23][cH:24]2)[cH:7][cH:8][cH:10][cH:11][cH:12]1>>[NH2:9][CH:13]([CH:14]([C:15](=[O:16])[NH2:17])[OH:18])[CH2:19][c:20]1[s:21][cH:22][cH:23][cH:24]1.